From a dataset of the Open Reaction Database (ORD), a public repository of structured organic reaction records. describe an organic reaction: reactants, conditions, products, and yield The reactants are C(CO)O (ethylene glycol), COC1=CC=C(C=2CCC(NC12)=O)C=O (8-Methoxy-2-oxo-1,2,3,4-tetrahydroquinoline-5-carboxaldehyde), aqueous solution, C([O-])(O)=O.[Na+] (sodium bicarbonate). The reagents and catalysts are O.C1(=CC=C(C=C1)S(=O)(=O)O)C (p-toluenesulfonic acid monohydrate). Solvent: C1(=CC=CC=C1)C (toluene). Yields the product O1C(OCC1)C1=C2CCC(NC2=C(C=C1)OC)=O (5-(1,3-dioxolan-2-yl)-8-methoxy-3,4-dihydro-1H-quinolin-2-one). Isolated yield 70.0%. As a reaction SMILES: [CH3:1][O:2][C:3]1[C:12]2[NH:11][C:10](=[O:13])[CH2:9][CH2:8][C:7]=2[C:6]([CH:14]=[O:15])=[CH:5][CH:4]=1.[CH2:16](O)[CH2:17][OH:18].C(=O)(O)[O-].[Na+]>C1(C)C=CC=CC=1.O.C1(C)C=CC(S(O)(=O)=O)=CC=1>[O:15]1[CH2:16][CH2:17][O:18][CH:14]1[C:6]1[CH:5]=[CH:4][C:3]([O:2][CH3:1])=[C:12]2[C:7]=1[CH2:8][CH2:9][C:10](=[O:13])[NH:11]2 |f:2.3,5.6|. Procedure details: 8-Methoxy-2-oxo-1,2,3,4-tetrahydroquinoline-5-carboxaldehyde (42 g) was suspended in toluene (400 ml), and ethylene glycol (33.7 ml) and p-toluenesulfonic acid monohydrate (0.78 g) were added, and the resulting mixture was heated under reflux in a Dean-Stark apparatus for 4.5 hours. The reaction mixture was cooled, and 10 ml of an aqueous solution containing 1.72 g of sodium bicarbonate was added. Stirring was carried out for some time, and the produced solid was collected by filtration. The sol... The reactants are CO, O=[N+]([O-])c1cc2c(Nc3ccc(F)c(Cl)c3)ncnc2cc1F, [Na+], [OH-], O. Reaction SMILES: [CH3:26][OH:27].[Cl:1][c:2]1[cH:3][c:4]([NH:9][c:10]2[n:11][cH:12][n:13][c:14]3[cH:15][c:16]([F:23])[c:17]([N+:20](=[O:21])[O-:22])[cH:18][c:19]23)[cH:5][cH:6][c:7]1[F:8].[Na+:25].[OH-:24].[OH2:28]>>[Cl:1][c:2]1[cH:3][c:4]([NH:9][c:10]2[n:11][cH:12][n:13][c:14]3[cH:15][c:16]([O:24][CH3:26])[c:17]([N+:20](=[O:21])[O-:22])[cH:18][c:19]23)[cH:5][cH:6][c:7]1[F:8]. Product: COc1cc2ncnc(Nc3ccc(F)c(Cl)c3)c2cc1[N+](=O)[O-]. Starting materials: CCCCCCC(C)CO, [K+], O=[Mn](=O)(=O)[O-], [Na+], O, O=S(=O)(O)O, O=S([O-])O. Product: CCCCCCC(C)C(=O)O. Reaction SMILES: [CH3:1][CH:2]([CH2:3][OH:4])[CH2:5][CH2:6][CH2:7][CH2:8][CH2:9][CH3:10].[K+:21].[Mn:16]([O-:17])(=[O:18])(=[O:19])=[O:20].[Na+:26].[OH2:27].[S:11]([OH:12])(=[O:13])(=[O:14])[OH:15].[S:22]([O-:23])([OH:24])=[O:25]>>[CH3:1][CH:2]([C:3](=[O:4])[OH:12])[CH2:5][CH2:6][CH2:7][CH2:8][CH2:9][CH3:10]. Reactants: C(C1=CC=CC=C1)OC(=O)NCCCC[C@H](NS(=O)(=O)C)C(=O)NC[C@H](CC1(CCCC1)C(=O)N[C@@H](CC1=CC=C(C=C1)OC(C)(C)C)C(=O)OC(C)(C)C)C(=O)OC(C)(C)C (tert-butyl (S,S,S)-N-(1-[3-(N6-benzyloxycarbonyl-N2-mesyllysylamino)-2-(tert-butoxycarbonyl)propyl]-1-cyclopentylcarbonyl)-O4-tert-butyltyrosinate). Reagents/catalysts: [Pd] (palladium-on-carbon). The solvent is industrial methylated spirits. Conditions: time 19 hour. The product is C(C)(C)(C)OC(=O)[C@@H](CC1(CCCC1)C(=O)N[C@@H](CC1=CC=C(C=C1)OC(C)(C)C)C(=O)OC(C)(C)C)CNC([C@@H](NS(=O)(=O)C)CCCCN)=O (Tert-butyl (S,S,S)-N-(1-[2-tert-butoxycarbonyl-3-(N2-mesyllysylamino)propyl]-1-cyclopentylcarbonyl)-O4-tert-butyltyrosinate). The yield is 112.8%. As a reaction SMILES: C(OC([NH:11][CH2:12][CH2:13][CH2:14][CH2:15][C@@H:16]([C:22]([NH:24][CH2:25][C@@H:26]([C:56]([O:58][C:59]([CH3:62])([CH3:61])[CH3:60])=[O:57])[CH2:27][C:28]1([C:33]([NH:35][C@H:36]([C:49]([O:51][C:52]([CH3:55])([CH3:54])[CH3:53])=[O:50])[CH2:37][C:38]2[CH:43]=[CH:42][C:41]([O:44][C:45]([CH3:48])([CH3:47])[CH3:46])=[CH:40][CH:39]=2)=[O:34])[CH2:32][CH2:31][CH2:30][CH2:29]1)=[O:23])[NH:17][S:18]([CH3:21])(=[O:20])=[O:19])=O)C1C=CC=CC=1>[Pd]>[C:59]([O:58][C:56]([C@H:26]([CH2:25][NH:24][C:22](=[O:23])[C@H:16]([CH2:15][CH2:14][CH2:13][CH2:12][NH2:11])[NH:17][S:18]([CH3:21])(=[O:19])=[O:20])[CH2:27][C:28]1([C:33]([NH:35][C@H:36]([C:49]([O:51][C:52]([CH3:53])([CH3:54])[CH3:55])=[O:50])[CH2:37][C:38]2[CH:39]=[CH:40][C:41]([O:44][C:45]([CH3:48])([CH3:47])[CH3:46])=[CH:42][CH:43]=2)=[O:34])[CH2:32][CH2:31][CH2:30][CH2:29]1)=[O:57])([CH3:60])([CH3:61])[CH3:62]. Reported procedure: To a solution of tert-butyl (S,S,S)-N-(1-[3-(N6-benzyloxycarbonyl-N2-mesyllysylamino)-2-(tert-butoxycarbonyl)propyl]-1-cyclopentylcarbonyl)-O4-tert-butyltyrosinate (48.64 g, 54.8 mmmol) in industrial methylated spirits (1.0 L) was added 5% palladium-on-carbon (5 g) (water wet) and the mixture was hydrogenated at 345-414 kPa (50-60 psi) and at room temperature for 19 hours. After removal of the catalyst by filtration, the resulting solution was concentrated under reduced pressure to provide the t...